From a dataset of the Open Reaction Database (ORD), a public repository of structured organic reaction records. describe an organic reaction: reactants, conditions, products, and yield Reactants: BrC=1C=CC=2N3C4=C(C=C(C=C4C2C1)OCC(=O)O)C(C(=C3)CC=3C=NC=CC3)=O (10-bromo-2-carboxymethyloxy-5-(3-pyridylmethyl)-4H-pyrido[3,2,1jk]carbazole-4-one), S(=O)(Cl)Cl (thionyl chloride). The solvent is C1=CC=CC=C1 (benzene). Reaction conditions: time 20 minute. The product is BrC=1C=CC=2N3C4=C(C=C(C=C4C2C1)OCC(=O)OCCCCC)C(C(=C3)CC=3C=NC=CC3)=O (10-bromo-2-n-pentyloxycarbonylmethyloxy-5-(3-pyridylmethyl)-4H-pyrido[3,2,1-jk]carbazole-4-one). The yield is 115.8%. RXN SMILES: [Br:1][C:2]1[CH:3]=[CH:4][C:5]2[N:6]3[CH:22]=[C:21]([CH2:23][C:24]4[CH:25]=[N:26][CH:27]=[CH:28][CH:29]=4)[C:20](=[O:30])[C:8]4[CH:9]=[C:10]([O:15][CH2:16][C:17]([OH:19])=[O:18])[CH:11]=[C:12]([C:13]=2[CH:14]=1)[C:7]3=4.S(Cl)(Cl)=O>C1C=CC=CC=1>[Br:1][C:2]1[CH:3]=[CH:4][C:5]2[N:6]3[CH:22]=[C:21]([CH2:23][C:24]4[CH:25]=[N:26][CH:27]=[CH:28][CH:29]=4)[C:20](=[O:30])[C:8]4[CH:9]=[C:10]([O:15][CH2:16][C:17]([O:19][CH2:13][CH2:14][CH2:2][CH2:3][CH3:4])=[O:18])[CH:11]=[C:12]([C:13]=2[CH:14]=1)[C:7]3=4. Reported procedure: 10-bromo-2-carboxymethyloxy-5-(3-pyridylmethyl)-4H-pyrido[3,2,1-jk]carbazole-4-one (300 mg) obtained in Example 6 was suspended in anhydrous benzene (10 ml), and to the suspension was added thionyl chloride (0.95 ml) at room temperature. The mixture was heated under reflux in an argon atmosphere for 3 hours and allowed to cool. The solvent was evaporated under reduced pressure, and after adding anhydrous benzene (5 ml), the solvent was evaporated again. The resulting residue was dissolved in anh... The reactants are Nc1ncc(Br)c(Cl)c1[N+](=O)[O-], CC(C)O, CCN(C(C)C)C(C)C, Fc1ccc(CN2CCNCC2)cc1. Yields the product Nc1ncc(Br)c(N2CCN(Cc3ccc(F)cc3)CC2)c1[N+](=O)[O-]. RXN SMILES: [Br:15][c:16]1[c:17]([Cl:26])[c:18]([N+:23](=[O:24])[O-:25])[c:19]([NH2:22])[n:20][cH:21]1.[CH:27]([OH:28])([CH3:29])[CH3:30].[CH:31]([N:32]([CH2:33][CH3:34])[CH:35]([CH3:36])[CH3:37])([CH3:38])[CH3:39].[F:1][c:2]1[cH:3][cH:4][c:5]([CH2:6][N:7]2[CH2:8][CH2:9][NH:10][CH2:11][CH2:12]2)[cH:13][cH:14]1>>[F:1][c:2]1[cH:3][cH:4][c:5]([CH2:6][N:7]2[CH2:8][CH2:9][N:10]([c:17]3[c:16]([Br:15])[cH:21][n:20][c:19]([NH2:22])[c:18]3[N+:23](=[O:24])[O-:25])[CH2:11][CH2:12]2)[cH:13][cH:14]1.